This data is from the Open Reaction Database (ORD), a public repository of structured organic reaction records. The task is: describe an organic reaction: reactants, conditions, products, and yield Reactants: NC(=O)Cc1nc(-c2ccccc2)ncc1C(=O)O, O=C(n1ccnc1)n1ccnc1, CN(C)C=O. Yields the product O=C1Cc2nc(-c3ccccc3)ncc2C(=O)N1. As a reaction SMILES: [C:1]([NH2:2])(=[O:3])[CH2:4][c:5]1[n:6][c:7](-[c:14]2[cH:15][cH:16][cH:17][cH:18][cH:19]2)[n:8][cH:9][c:10]1[C:11](=[O:12])[OH:13].[C:20]([n:21]1[cH:22][cH:23][n:24][cH:25]1)([n:26]1[cH:27][cH:28][n:29][cH:30]1)=[O:31].[CH3:32][N:33]([CH3:34])[CH:35]=[O:36]>>[C:1]1(=[O:3])[NH:2][C:11](=[O:12])[c:10]2[c:5]([n:6][c:7](-[c:14]3[cH:15][cH:16][cH:17][cH:18][cH:19]3)[n:8][cH:9]2)[CH2:4]1. Starting materials: FC=1C=C(C=CC1F)C(C(=O)OCC)C(=O)OCC (diethyl 3,4-difluorophenylmalonate), [H-].[Na+] (sodium hydride), oil, ClCOCC1=CC=C(C=C1)OC (4-methoxybenzyl chloromethyl ether). The solvent is O1CCCC1 (tetrahydrofuran). Reaction conditions: time 8 hour. Yields the product FC=1C=C(C=CC1F)C(C(=O)OCC)(C(=O)OCC)COCC1=CC=C(C=C1)OC (diethyl 2-(3,4-difluorophenyl)-2(4-methoxybenzyloxymethyl)malonate). Reaction SMILES: [F:1][C:2]1[CH:3]=[C:4]([CH:9]([C:15]([O:17][CH2:18][CH3:19])=[O:16])[C:10]([O:12][CH2:13][CH3:14])=[O:11])[CH:5]=[CH:6][C:7]=1[F:8].[H-].[Na+].Cl[CH2:23][O:24][CH2:25][C:26]1[CH:31]=[CH:30][C:29]([O:32][CH3:33])=[CH:28][CH:27]=1>O1CCCC1>[F:1][C:2]1[CH:3]=[C:4]([C:9]([CH2:23][O:24][CH2:25][C:26]2[CH:31]=[CH:30][C:29]([O:32][CH3:33])=[CH:28][CH:27]=2)([C:15]([O:17][CH2:18][CH3:19])=[O:16])[C:10]([O:12][CH2:13][CH3:14])=[O:11])[CH:5]=[CH:6][C:7]=1[F:8] |f:1.2|. Procedure: To a stirred solution of diethyl 3,4-difluorophenylmalonate (13 g, 48 mmol) in dry tetrahydrofuran (100 ml) at 0° C. under a nitrogen atmosphere was added sodium hydride (1.5 g, 50 mmol) of 80% oil dispersion). The mixture was allowed to warm to room temperature and then heated to reflux for 1hour. To the cooled mixture was added 4-methoxybenzyl chloromethyl ether (9.5 g, 51 mmol ref. Synthesis, 1983, 762) and reflux was continued overnight. The cooled mixture was partitioned between water and d... Starting materials: benzylidenephthalide carboxylic acids, C1=CC2=C(C=C1C(=O)O)C(=O)OC2=O (Benzene-1,2,4-tricarboxylic anhydride), C(C)(C)C1=CC=C(C=C1)CC(=O)O (p-isopropylphenylacetic acid). Product: 2-(p-ispropylbenzylidene)phthalide-5-carboxylic acid, C(C)(C)C1=CC=C(C=C2C3COC(=O)C3=CC(=C2)C(=O)O)C=C1 (4-(p-isopropylbenzylidene)phthalide-6-carboxylic acid). Reaction SMILES: [CH:1]1[C:6]([C:7]([OH:9])=[O:8])=[CH:5][C:4]2[C:10]([O:12][C:13](=O)[C:3]=2[CH:2]=1)=[O:11].[CH:15]([C:18]1[CH:23]=[CH:22][C:21]([CH2:24]C(O)=O)=[CH:20][CH:19]=1)([CH3:17])[CH3:16]>>[CH:15]([C:18]1[CH:23]=[CH:22][C:21]([CH:24]=[C:2]2[CH:1]=[C:6]([C:7]([OH:9])=[O:8])[CH:5]=[C:4]3[CH:3]2[CH2:13][O:12][C:10]3=[O:11])=[CH:20][CH:19]=1)([CH3:17])[CH3:16]. Procedure details: Benzene-1,2,4-tricarboxylic anhydride and p-isopropylphenylacetic acid are reacted together as described in Example IA to give a mixture of benzylidenephthalide carboxylic acids. Fractional crystallization of this mixture from aqueous ethanol yields 2-(p-ispropylbenzylidene)phthalide-5-carboxylic acid as the less soluble isomer, and 4-(p-isopropylbenzylidene)phthalide-6-carboxylic acid as the more soluble isomer. By following the rest of the procedure set forth in part A of this example, 2-carbo... Reactants: C1(=CC=CC=C1)S (benzenethiol), ClC1=CC=C(C=CC(=O)O)C=C1 (p-chlorocinnamic acid). Solvent: C1CCCCC1 (cyclohexane). The product is ClC1=CC=C(C=C1)C(CC(=O)O)SC1=CC=CC=C1 (3-(4-Chlorophenyl)-3-(phenylthio)propionic acid). RXN SMILES: [C:1]1([SH:7])[CH:6]=[CH:5][CH:4]=[CH:3][CH:2]=1.[Cl:8][C:9]1[CH:19]=[CH:18][C:12]([CH:13]=[CH:14][C:15]([OH:17])=[O:16])=[CH:11][CH:10]=1>C1CCCCC1>[Cl:8][C:9]1[CH:10]=[CH:11][C:12]([CH:13]([S:7][C:1]2[CH:6]=[CH:5][CH:4]=[CH:3][CH:2]=2)[CH2:14][C:15]([OH:17])=[O:16])=[CH:18][CH:19]=1. Procedure: 3-(4-Chlorophenyl)-3-(phenylthio)propionic acid, m.pt. 99°-102° (ex cyclohexane) was prepared from benzenethiol and p-chlorocinnamic acid by a method exactly analogous to that used in Example 1(a) The reactants are compound, [I-].[Na+] (sodium iodide), C([O-])([O-])=O.[Na+].[Na+] (sodium carbonate), C1(=CC=CC=C1)C(=CC1CCNCC1)C1=CC=CC=C1 (4-(2,2-diphenylethenyl)piperidine), ClCCCCCCCCC=1C=NC=CC1 (3-(8-chlorooctyl)pyridine). Run in CN(C=O)C (dimethylformamide). Reaction conditions: temperature 75 celsius. The product is C1(=CC=CC=C1)C(=CC1CCN(CC1)CCCCCCCCC=1C=NC=CC1)C1=CC=CC=C1 (3-[8-[4-(2,2-diphenylethenyl)-1-piperidinyl]octyl]pyridine). RXN SMILES: [C:1]1([C:7]([C:15]2[CH:20]=[CH:19][CH:18]=[CH:17][CH:16]=2)=[CH:8][CH:9]2[CH2:14][CH2:13][NH:12][CH2:11][CH2:10]2)[CH:6]=[CH:5][CH:4]=[CH:3][CH:2]=1.Cl[CH2:22][CH2:23][CH2:24][CH2:25][CH2:26][CH2:27][CH2:28][CH2:29][C:30]1[CH:31]=[N:32][CH:33]=[CH:34][CH:35]=1.[I-].[Na+].C(=O)([O-])[O-].[Na+].[Na+]>CN(C)C=O>[C:1]1([C:7]([C:15]2[CH:20]=[CH:19][CH:18]=[CH:17][CH:16]=2)=[CH:8][CH:9]2[CH2:10][CH2:11][N:12]([CH2:22][CH2:23][CH2:24][CH2:25][CH2:26][CH2:27][CH2:28][CH2:29][C:30]3[CH:31]=[N:32][CH:33]=[CH:34][CH:35]=3)[CH2:13][CH2:14]2)[CH:2]=[CH:3][CH:4]=[CH:5][CH:6]=1 |f:2.3,4.5.6|. Reported procedure: The title compound was prepared in a manner similar to that employed for the compound of Example 23 above starting with 8.64 g of 4-(2,2-diphenylethenyl)piperidine, 7.4 g of 3-(8-chlorooctyl)pyridine, 4.92 g of sodium iodide, 3.48 g of sodium carbonate, and 50 mL of dimethylformamide. The mixture was stirred an heated at 75° C. for 18 hours and then evaporated to dryness. The residue was partitioned between ethyl acetate and 1N sodium hydroxide and the organic layers were dried over sodium sulfa... The reactants are O=C([O-])O, [Li]CCCC, C[Sn](C)(C)Cl, CCCCCC, [Na+], c1cscn1. The product is C[Sn](C)(C)c1nccs1. RXN SMILES: [C:16](=[O:17])([OH:18])[O-:19].[CH2:1]([Li:2])[CH2:3][CH2:4][CH3:5].[CH3:11][Sn:12]([CH3:13])([CH3:14])[Cl:15].[CH3:21][CH2:22][CH2:23][CH2:24][CH2:25][CH3:26].[Na+:20].[cH:6]1[cH:7][s:8][cH:9][n:10]1>>[cH:6]1[cH:7][s:8][c:9]([Sn:12]([CH3:11])([CH3:13])[CH3:14])[n:10]1.